This data is from the Open Reaction Database (ORD), a public repository of structured organic reaction records. The task is: describe an organic reaction: reactants, conditions, products, and yield Starting materials: COC1=CC=C2CC=3NC4=CC=CC=C4C3C2=C1 (5,6-Dihydro-9-methoxyindeno[2,1-b]indole), C(#N)[BH3-].[Na+] (sodium cyanoborohydride), ice water. Run in C(C)(=O)O (acetic acid). Conditions: time 1 hour. Yields the product COC1=CC=C2C[C@H]3NC4=CC=CC=C4[C@H]3C2=C1 (cis-5,5a,6,10b-Tetrahydro-9-methoxyindeno[2,1-b]indole). As a reaction SMILES: [CH3:1][O:2][C:3]1[CH:18]=[C:17]2[C:6]([CH2:7][C:8]3[NH:9][C:10]4[C:15]([C:16]=32)=[CH:14][CH:13]=[CH:12][CH:11]=4)=[CH:5][CH:4]=1.C([BH3-])#N.[Na+]>C(O)(=O)C>[CH3:1][O:2][C:3]1[CH:18]=[C:17]2[C:6]([CH2:7][C@@H:8]3[C@H:16]2[C:15]2[C:10](=[CH:11][CH:12]=[CH:13][CH:14]=2)[NH:9]3)=[CH:5][CH:4]=1 |f:1.2|. Reported procedure: 5,6-Dihydro-9-methoxyindeno[2,1-b]indole (0.56 g), as a suspension in glacial acetic acid (25 cm3) at 16° C., was treated with sodium cyanoborohydride (1.0 g) in small portions over 6 hours. The resulting solution was stirred for a further 1 hour, and then poured into ice-water (100 cm3). The solution was separated from a small amount of resinous material and the filtrate treated with sodium carbonate (2.5 g) in small portions with vigorous stirring. The colourless solid which separated was coll... Reactants: NC1=NC2(c3cccc(F)c3F)COC(C(F)(F)F)C2CS1, O=C(O)C(F)(F)F, [Na+], [OH-], O=[N+]([O-])O, O=S(=O)(O)O. Yields the product NC1=NC2(c3cc([N+](=O)[O-])cc(F)c3F)COC(C(F)(F)F)C2CS1. RXN SMILES: [F:1][c:2]1[c:3]([C:9]23[N:10]=[C:11]([NH2:22])[S:12][CH2:13][CH:14]2[CH:15]([C:18]([F:19])([F:20])[F:21])[O:16][CH2:17]3)[cH:4][cH:5][cH:6][c:7]1[F:8].[F:34][C:35]([F:36])([F:37])[C:38]([OH:39])=[O:40].[Na+:33].[OH-:32].[OH:28][N+:29]([O-:30])=[O:31].[S:23](=[O:24])(=[O:25])([OH:26])[OH:27]>>[F:1][c:2]1[c:3]([C:9]23[N:10]=[C:11]([NH2:22])[S:12][CH2:13][CH:14]2[CH:15]([C:18]([F:19])([F:20])[F:21])[O:16][CH2:17]3)[cH:4][c:5]([N+:29](=[O:28])[O-:30])[cH:6][c:7]1[F:8]. Starting materials: COC(=O)c1ccc(Br)cc1[N+](=O)[O-], Cl, [K+], [OH-], O, Cl[Sn]Cl. Product: COC(=O)c1ccc(Br)cc1N. Reaction SMILES: [Br:4][c:5]1[cH:6][c:7]([N+:15]([O-:16])=[O:17])[c:8]([C:9](=[O:10])[O:11][CH3:12])[cH:13][cH:14]1.[ClH:21].[K+:20].[OH-:19].[OH2:18].[Sn:1]([Cl:2])[Cl:3]>>[Br:4][c:5]1[cH:6][c:7]([NH2:15])[c:8]([C:9](=[O:10])[O:11][CH3:12])[cH:13][cH:14]1. The reactants are CCN(C(C)C)C(C)C, C1CCOC1, Cn1cc(N)cn1, CCN=C=NCCCN(C)C, O=C(O)c1ccc(OCc2c(-c3ccc(Cl)cc3)noc2CO)nc1, Cl, O, On1nnc2ccccc21. Yields the product Cn1cc(NC(=O)c2ccc(OCc3c(-c4ccc(Cl)cc4)noc3CO)nc2)cn1. As a reaction SMILES: [CH2:44]([N:45]([CH:46]([CH3:47])[CH3:48])[CH:49]([CH3:50])[CH3:51])[CH3:52].[CH2:65]1[O:66][CH2:67][CH2:68][CH2:69]1.[CH3:26][n:27]1[n:28][cH:29][c:30]([NH2:32])[cH:31]1.[CH3:54][N:55]([CH3:56])[CH2:57][CH2:58][CH2:59][N:60]=[C:61]=[N:62][CH2:63][CH3:64].[Cl:1][c:2]1[cH:3][cH:4][c:5](-[c:8]2[n:9][o:10][c:11]([CH2:24][OH:25])[c:12]2[CH2:13][O:14][c:15]2[n:16][cH:17][c:18]([C:19](=[O:20])[OH:21])[cH:22][cH:23]2)[cH:6][cH:7]1.[ClH:53].[OH2:33].[OH:34][n:35]1[c:36]2[cH:37][cH:38][cH:39][cH:40][c:41]2[n:42][n:43]1>>[Cl:1][c:2]1[cH:3][cH:4][c:5](-[c:8]2[n:9][o:10][c:11]([CH2:24][OH:25])[c:12]2[CH2:13][O:14][c:15]2[n:16][cH:17][c:18]([C:19](=[O:20])[NH:32][c:30]3[cH:29][n:28][n:27]([CH3:26])[cH:31]3)[cH:22][cH:23]2)[cH:6][cH:7]1. Reactants: SC1=NC=CC=C1 (2-mercaptopyridine), 6-bromo-valeronitrile, [Na] (sodium). Run in CO (methanol). The product is N1=C(C=CC=C1)SCCCCC#N (5-(Pyridin-2-ylthio)valeronitrile). As a reaction SMILES: [SH:1][C:2]1[CH:7]=[CH:6][CH:5]=[CH:4][N:3]=1.[Na]>CO>[N:3]1[CH:4]=[CH:5][CH:6]=[CH:7][C:2]=1[S:1][CH2:4][CH2:5][CH2:6][CH2:7][C:2]#[N:3] |^1:7|. Procedure details: 10 g of 2-mercaptopyridine and 20 g of 6-bromo-valeronitrile are added successively to a solution of 2.26 g of sodium in 200 ml of methanol. After heating under reflux for 3 hours, the mixture is concentrated in vacuo. The residue is taken up with 200 ml of ether. The solution is washed with water and then dried and concentrated; this gives 15 g of the expected nitrile, which is characterized by an Rf of 0.39 in thin layer chromatography on silica (silica gel 60 F 54: Merck) with isopropyl ether...